Dataset: the Open Reaction Database (ORD), a public repository of structured organic reaction records. Task: describe an organic reaction: reactants, conditions, products, and yield The reactants are [N+](=O)([O-])C1=C2C=CC(=NC2=CC=C1)Cl (5-nitro-2-chloroquinoline), FC=1C=C(C=C(C1F)F)S(=O)(=O)Cl (3,4,5-trifluorobenzenesulfonylchloride), COC1=C([C@@H](C)N)C=CC=C1 ((R)-2-methoxy-alpha-methylbenzylamine). Yields the product FC=1C=C(C=C(C1F)F)S(=O)(=O)NC1=C2C=CC(=NC2=CC=C1)N[C@H](C)C1=C(C=CC=C1)OC (3,4,5-Trifluoro-N-{2-[(R)-1-(2-methoxy-phenyl)-ethylamino]-quinolin-5-yl}-benzenesulfonamide). As a reaction SMILES: [N+:1]([C:4]1[CH:13]=[CH:12][CH:11]=[C:10]2[C:5]=1[CH:6]=[CH:7][C:8](Cl)=[N:9]2)([O-])=O.[F:15][C:16]1[CH:17]=[C:18]([S:24](Cl)(=[O:26])=[O:25])[CH:19]=[C:20]([F:23])[C:21]=1[F:22].[CH3:28][O:29][C:30]1[CH:38]=[CH:37][CH:36]=[CH:35][C:31]=1[C@H:32]([NH2:34])[CH3:33]>>[F:15][C:16]1[CH:17]=[C:18]([S:24]([NH:1][C:4]2[CH:13]=[CH:12][CH:11]=[C:10]3[C:5]=2[CH:6]=[CH:7][C:8]([NH:34][C@@H:32]([C:31]2[CH:35]=[CH:36][CH:37]=[CH:38][C:30]=2[O:29][CH3:28])[CH3:33])=[N:9]3)(=[O:26])=[O:25])[CH:19]=[C:20]([F:23])[C:21]=1[F:22]. Reported procedure: The title compound, MS: m/e=488.3 (M+H+), was prepared in accordance with the general method of example 61 from 5-nitro-2-chloroquinoline, 3,4,5-trifluorobenzenesulfonylchloride and (R)-2-methoxy-alpha-methylbenzylamine.